This data is from the Open Reaction Database (ORD), a public repository of structured organic reaction records. The task is: describe an organic reaction: reactants, conditions, products, and yield The reactants are C(C(C)C)=O (isobutyraldehyde), [Na] (sodium), 25, [PH2](=O)[O-].C(C1=CC=CC=C1)(C1=CC=CC=C1)[NH3+] (benzhydrylammonium hypophosphite), [Na] (sodium). The product is C(C1=CC=CC=C1)(C1=CC=CC=C1)NC(C(C)C)P(O)O (1-benzhydrylamino-2-methylpropanephosphonous acid). As a reaction SMILES: [CH:1](=O)[CH:2]([CH3:4])[CH3:3].[Na].[PH2:7]([O-:9])=[O:8].[CH:10]([NH3+:23])([C:17]1[CH:22]=[CH:21][CH:20]=[CH:19][CH:18]=1)[C:11]1[CH:16]=[CH:15][CH:14]=[CH:13][CH:12]=1>>[CH:10]([NH:23][CH:1]([P:7]([OH:9])[OH:8])[CH:2]([CH3:4])[CH3:3])([C:17]1[CH:18]=[CH:19][CH:20]=[CH:21][CH:22]=1)[C:11]1[CH:16]=[CH:15][CH:14]=[CH:13][CH:12]=1 |f:2.3,^1:5|. Procedure details: 7.2 parts of isobutyraldehyde in 15 parts of sodium-dried dioxan was added to a suspension of 25 parts of benzhydrylammonium hypophosphite in 150 parts of sodium-dried dioxan under reflux. 80 Parts of dioxan was removed and 150 parts of alcohol added. After cooling the mixture was filtered to give DL-1-benzhydrylamino-2-methylpropanephosphonous acid, melting point 189°-192° identical to that obtained in Example 2A. The reactants are CCOC(=O)c1ccc(NC(=O)C(C)Oc2ccc(Cl)c3ccccc23)cc1, C1CCOC1. Product: CCOC(=O)c1ccc(NCC(C)Oc2ccc(Cl)c3ccccc23)cc1. RXN SMILES: [Cl:1][c:2]1[cH:3][cH:4][c:5]([O:12][CH:13]([C:14](=[O:15])[NH:16][c:17]2[cH:18][cH:19][c:20]([C:21](=[O:22])[O:23][CH2:24][CH3:25])[cH:26][cH:27]2)[CH3:28])[c:6]2[cH:7][cH:8][cH:9][cH:10][c:11]12.[O:29]1[CH2:30][CH2:31][CH2:32][CH2:33]1>>[Cl:1][c:2]1[cH:3][cH:4][c:5]([O:12][CH:13]([CH2:14][NH:16][c:17]2[cH:18][cH:19][c:20]([C:21](=[O:22])[O:23][CH2:24][CH3:25])[cH:26][cH:27]2)[CH3:28])[c:6]2[cH:7][cH:8][cH:9][cH:10][c:11]12. Starting materials: C[C@@H]1N(CCN(C1)CC1=CC=C(C=C1)N(C(=O)C1=CC=C(C=N1)C1=CC(=NC=C1)C)C)C(=O)OC(C)(C)C (1,1-dimethylethyl (2S)-2-methyl-4-[(4-{methyl[(2′-methyl-3,4′-bipyridin-6-yl)carbonyl]amino}phenyl)methyl]-1-piperazinecarboxylate), FC=1C=C(C=CC1)C1=CC=C(C=N1)C(=O)N(C1=CC=C(C=C1)CN1C[C@@H](NCC1)C)C (6-(3-Fluorophenyl)-N-methyl-N-(4-{[(3S)-3-methyl-1-piperazinyl]methyl}phenyl)-3-pyridinecarboxamide), hydrochloride salt. The solvent is C(Cl)Cl.CO (DCM MeOH). Yields the product CN(C(=O)C1=CC=C(C=N1)C1=CC(=NC=C1)C)C1=CC=C(C=C1)CN1C[C@@H](NCC1)C (N,2′-Dimethyl-N-(4-{[(3S)-3-methyl-1-piperazinyl]methyl}phenyl)-3,4′-bipyridine-6-carboxamide). Reaction SMILES: [CH3:1][C@H:2]1[CH2:7][N:6]([CH2:8][C:9]2[CH:14]=[CH:13][C:12]([N:15]([CH3:31])[C:16]([C:18]3[N:23]=[CH:22][C:21]([C:24]4[CH:29]=[CH:28][N:27]=[C:26]([CH3:30])[CH:25]=4)=[CH:20][CH:19]=3)=[O:17])=[CH:11][CH:10]=2)[CH2:5][CH2:4][N:3]1C(OC(C)(C)C)=O.FC1C=C(C2N=CC(C(N(C)C3C=CC(CN4CCN[C@@H](C)C4)=CC=3)=O)=CC=2)C=CC=1>C(Cl)Cl.CO>[CH3:31][N:15]([C:12]1[CH:11]=[CH:10][C:9]([CH2:8][N:6]2[CH2:5][CH2:4][NH:3][C@@H:2]([CH3:1])[CH2:7]2)=[CH:14][CH:13]=1)[C:16]([C:18]1[N:23]=[CH:22][C:21]([C:24]2[CH:29]=[CH:28][N:27]=[C:26]([CH3:30])[CH:25]=2)=[CH:20][CH:19]=1)=[O:17] |f:2.3|. Procedure: The title compound was prepared from 1,1-dimethylethyl (2S)-2-methyl-4-[(4-{methyl[(2′-methyl-3,4′-bipyridin-6-yl)carbonyl]amino}phenyl)methyl]-1-piperazinecarboxylate (D130) using a procedure similar to that described for E1 in Example 1 although hydrochloride salt preparation was carried out in DCM/MeOH (1:1). δH (MeOD, 400 MHz) 8.96 (1H, br.m), 8.76 (1H, d), 8.39 (1H, br.m), 8.33 (1H, s), 8.23 (1H, d), 7.81 (1H, br.d), 7.58 (2H, br.s), 7.36 (2H, br.s), 3.86 (1H, br.s), 3.58-3.71 (4H, m), 3.54... Starting materials: BrC=1SC=C(C1)C(=CC)C (2-bromo-4-(1-methyl-propenyl)-thiophene), CC(=O)C (acetone), C[N+]1(CCOCC1)[O-] (N-methyl morpholine oxide), O (water). Reagents/catalysts: O=[Os](=O)(=O)=O (OsO4). Conditions: time 24 hour. Product: BrC1=CC(=CS1)C(C)(C(C)O)O (2-(5-bromo-thiophen-3-yl)-butane-2,3-diol). The yield is 90.0%. RXN SMILES: [Br:1][C:2]1[S:3][CH:4]=[C:5]([C:7]([CH3:10])=[CH:8][CH3:9])[CH:6]=1.CC(C)=[O:13].C[N+]1([O-])CCOCC1.[OH2:23]>O=[Os](=O)(=O)=O>[Br:1][C:2]1[S:3][CH:4]=[C:5]([C:7]([OH:13])([CH:8]([OH:23])[CH3:9])[CH3:10])[CH:6]=1. Procedure: To a solution of 2-bromo-4-(1-methyl-propenyl)-thiophene (19.1 mmol, 4.15 g) in a cosolvent of acetone and water (15 mL/30 mL) was added at room temperature N-methyl morpholine oxide (NMO) (21.0 mmol, 4.92 g, 50% in H2O) and OsO4 (0.2 mmol, 1.27 g, 4% in H2O). The reaction mixture was stirred for 24 h at the temperature. After evaporation of acetone in vacuo, it was extracted with EtOAc (70 mL×4). The combined solution was washed with brine (70 mL), dried (MgSO4) and concentrated in vacuo. Chrom...